Dataset: the Open Reaction Database (ORD), a public repository of structured organic reaction records. Task: describe an organic reaction: reactants, conditions, products, and yield Starting materials: B, C1CCOC1, CSC, CCOC(C)=O, CN(C)c1nc(Cl)nc2c1CC=C2c1ccccc1, [Na+], [OH-], O, OO. The product is CN(C)c1nc(Cl)nc2c1CC(O)C2c1ccccc1. As a reaction SMILES: [BH3:23].[CH2:28]1[O:29][CH2:30][CH2:31][CH2:32]1.[CH3:20][S:21][CH3:22].[CH3:33][CH2:34][O:35][C:36]([CH3:37])=[O:38].[Cl:1][c:2]1[n:3][c:4]([N:17]([CH3:18])[CH3:19])[c:5]2[c:6]([n:7]1)[C:8]([c:11]1[cH:12][cH:13][cH:14][cH:15][cH:16]1)=[CH:9][CH2:10]2.[Na+:27].[OH-:26].[OH2:39].[OH:24][OH:25]>>[Cl:1][c:2]1[n:3][c:4]([N:17]([CH3:18])[CH3:19])[c:5]2[c:6]([n:7]1)[CH:8]([c:11]1[cH:12][cH:13][cH:14][cH:15][cH:16]1)[CH:9]([OH:24])[CH2:10]2.